From a dataset of the Open Reaction Database (ORD), a public repository of structured organic reaction records. describe an organic reaction: reactants, conditions, products, and yield Reactants: Cc1cc(=O)[nH]c(=S)[nH]1, CC[O-], CCO, [Cl-], C[NH+](C)c1ccccc1CCl, [Na+], [Na], O=c1cc[nH]c(=S)[nH]1. Product: Cc1cc(=O)[nH]c(SCc2ccccc2N(C)C)n1. As a reaction SMILES: [CH3:1][c:2]1[cH:3][c:4](=[O:9])[nH:5][c:6](=[S:8])[nH:7]1.[CH3:32][CH2:33][O-:34].[CH3:35][CH2:36][OH:37].[Cl-:19].[Cl:20][CH2:21][c:22]1[c:23]([NH+:28]([CH3:29])[CH3:30])[cH:24][cH:25][cH:26][cH:27]1.[Na+:31].[Na:10].[nH:11]1[cH:12][cH:13][c:14](=[O:15])[nH:16][c:17]1=[S:18]>>[CH3:1][c:2]1[cH:3][c:4](=[O:9])[nH:5][c:6]([S:8][CH2:21][c:22]2[c:23]([N:28]([CH3:29])[CH3:30])[cH:24][cH:25][cH:26][cH:27]2)[n:7]1.